Dataset: the Open Reaction Database (ORD), a public repository of structured organic reaction records. Task: describe an organic reaction: reactants, conditions, products, and yield Reactants: Cl.ClCC1=NC=CC(=C1C)SCCCCl (2-chloromethyl-4-(3-chloropropylthio)-3-methylpyridine hydrochloride), SC1=NC2=C(N1)C=CC=C2 (2-mercapto-1H-benzimidazole). Run in C(C)O (ethanol), [OH-].[Na+] (sodium hydroxide). Conditions: temperature 55 celsius, time 3.5 hour. Yields the product ClCCCSC1=C(C(=NC=C1)CSC1=NC2=C(N1)C=CC=C2)C (2-{[[4-(3-Chloropropylthio)-3-methyl-2-pyridinyl]-methyl]thio}-1H-benzimidazole). Reaction SMILES: Cl.Cl[CH2:3][C:4]1[C:9]([CH3:10])=[C:8]([S:11][CH2:12][CH2:13][CH2:14][Cl:15])[CH:7]=[CH:6][N:5]=1.[SH:16][C:17]1[NH:21][C:20]2[CH:22]=[CH:23][CH:24]=[CH:25][C:19]=2[N:18]=1>C(O)C.[OH-].[Na+]>[Cl:15][CH2:14][CH2:13][CH2:12][S:11][C:8]1[CH:7]=[CH:6][N:5]=[C:4]([CH2:3][S:16][C:17]2[NH:21][C:20]3[CH:22]=[CH:23][CH:24]=[CH:25][C:19]=3[N:18]=2)[C:9]=1[CH3:10] |f:0.1,4.5|. Reported procedure: One equivalent of 2-chloromethyl-4-(3-chloropropylthio)-3-methylpyridine hydrochloride (dissolved in 10 ml of water) is added dropwise at 40° C. in the course of 20 min. to a solution of 2-mercapto-1H-benzimidazole (1.5 g/10 mmol) in 40 ml of ethanol and 21 ml of 1 N sodium hydroxide solution. The mixture is then stirred for 2-3 h at 50-60° C. and a further 3-4 h at room temperature, ethanol is distilled off on a rotary evaporator (1 kPa/40° C.), the residue is extracted 3 times with 20 ml of di... The reactants are COC1=C(CN2[C@@H]([C@@H](C2=O)NC(OCC2=CC=CC=C2)=O)CO)C=CC(=C1)OC (benzyl ((2S,3S)-1-(2,4-dimethoxybenzyl)-2-(hydroxymethyl)-4-oxoazetidin-3-yl)carbamate), TEA, CS(=O)(=O)Cl (MsCl). The solvent is O.C(Cl)Cl (water DCM), C(Cl)Cl (DCM). Conditions: temperature 0 celsius, time 1 hour. Yields the product CS(=O)(=O)OC[C@H]1N(C([C@H]1NC(=O)OCC1=CC=CC=C1)=O)CC1=C(C=C(C=C1)OC)OC (((2S,3S)-3-(((benzyloxy)carbonyl)amino)-1-(2,4-dimethoxybenzyl)-4-oxoazetidin-2-yl)methyl methanesulfonate). Reaction SMILES: [CH3:1][O:2][C:3]1[CH:27]=[C:26]([O:28][CH3:29])[CH:25]=[CH:24][C:4]=1[CH2:5][N:6]1[C:9](=[O:10])[C@@H:8]([NH:11][C:12](=[O:21])[O:13][CH2:14][C:15]2[CH:20]=[CH:19][CH:18]=[CH:17][CH:16]=2)[C@H:7]1[CH2:22][OH:23].[CH3:30][S:31](Cl)(=[O:33])=[O:32]>C(Cl)Cl.O.C(Cl)Cl>[CH3:30][S:31]([O:23][CH2:22][C@@H:7]1[C@H:8]([NH:11][C:12]([O:13][CH2:14][C:15]2[CH:20]=[CH:19][CH:18]=[CH:17][CH:16]=2)=[O:21])[C:9](=[O:10])[N:6]1[CH2:5][C:4]1[CH:24]=[CH:25][C:26]([O:28][CH3:29])=[CH:27][C:3]=1[O:2][CH3:1])(=[O:33])=[O:32] |f:3.4|. Procedure: To a solution of benzyl ((2S,3S)-1-(2,4-dimethoxybenzyl)-2-(hydroxymethyl)-4-oxoazetidin-3-yl)carbamate (5.37 g, 13.41 mmol) and TEA (3.72 mL, 26.8 mmol) in DCM at 0° C. was added MsCl (1.15 mL, 14.75 mmol). After stirring at 0° C. for 1 h, it was diluted with water/DCM and the layers were separated. The aqueous layer was extracted with DCM (2×) and the combined organic layers were washed with brine, dried over Na2SO4 and concentrated in vacuo. The crude residue was taken up in toluene and conce... The reactants are COC1=CC=C(C(=O)Cl)C=C1 (4-methoxybenzoyl chloride), mixture, COC1=CC=C(C=C1)C1=NN(C(=C1C(=O)O)C)C (3-(4-methoxyphenyl)-1,5-dimethyl-1H-pyrazole-4-carboxylic acid). The product is COC1=CC=C(C=C1)C1=C(C(=NN1C)C)C(=O)O (5-(4-methoxyphenyl)-1,3-dimethyl-1H-pyrazole-4-carboxylic acid). RXN SMILES: [CH3:1][O:2][C:3]1[CH:11]=[CH:10][C:6]([C:7](Cl)=O)=[CH:5][CH:4]=1.COC1C=C[C:17]([C:20]2[C:24]([C:25]([OH:27])=[O:26])=[C:23](C)[N:22](C)[N:21]=2)=CC=1>>[CH3:1][O:2][C:3]1[CH:11]=[CH:10][C:6]([C:7]2[N:22]([CH3:23])[N:21]=[C:20]([CH3:17])[C:24]=2[C:25]([OH:27])=[O:26])=[CH:5][CH:4]=1. Reported procedure: From 3.59 g of 4-methoxybenzoyl chloride, 1.97 g (59%) of a mixture of the title compound (major) and 3-(4-methoxyphenyl)-1,5-dimethyl-1H-pyrazole-4-carboxylic acid (minor) was prepared. H1-NMR(CD3OD, 500 MHz) for the title compound: δ 7.27 (2H, d, J=9 Hz), 7.03 (2H,d, J=9 Hz), 3.84 (3H, s), 3.60 (3H, s), 2.43 (3H, s). The reactants are [Li]CCCC (nBuLi), solution, CC1(NC(CCC1)(C)C)C (2,2,6,6-tetramethyl-piperidine), C(=O)=O (dry ice), C(C1=CC=NC=C1)(=O)O (isonicotinic acid), C(CC)=O (propionaldehyde). Solvent: hexanes, C1CCOC1 (THF), C1CCOC1 (THF). Run at temperature -78 celsius, time 0.5 hour. Yields the product C(C)C1OC(C2=C1C=NC=C2)=O (3-Ethyl-3H-furo[3,4-c]pyridin-1-one). The yield is 10.0%. Reaction SMILES: CC1(C)CCCC(C)(C)N1.C(=O)=O.[Li][CH2:15][CH2:16][CH2:17][CH3:18].[C:19]([OH:27])(=[O:26])[C:20]1C=[CH:24][N:23]=[CH:22][CH:21]=1.C(=O)CC>C1COCC1>[CH2:17]([CH:16]1[C:15]2[CH:24]=[N:23][CH:22]=[CH:21][C:20]=2[C:19](=[O:26])[O:27]1)[CH3:18]. Procedure: A solution of 2,2,6,6-tetramethyl-piperidine (20.3 ml, 120 mmol) in a 250 ml round bottomed flask equipped with a magnetic stirrer, is put under argon atmosphere and 60 ml of dry THF is added. The reaction mixture is cooled to −78° C. by adding a controlled amount of dry ice to an acetone bath. The cooled reaction mixture is treated dropwise with nBuLi solution (64 mL of a 2.5 M solution in hexanes, 160 mmol) and the reaction is let stir at −78° C. for 0.5 h. A solution of isonicotinic acid (4.9... The reactants are O=C([O-])[O-], CC#N, ClCc1ncc[nH]1, Cl, [K+], [K+], O=[N+]([O-])c1ccc(F)c([N+](=O)[O-])c1. The product is O=[N+]([O-])c1ccc(-n2ccnc2CCl)c([N+](=O)[O-])c1. As a reaction SMILES: [C:22](=[O:23])([O-:24])[O-:25].[CH3:28][C:29]#[N:30].[Cl:2][CH2:3][c:4]1[nH:5][cH:6][cH:7][n:8]1.[ClH:1].[K+:26].[K+:27].[N+:9](=[O:10])([O-:11])[c:12]1[c:13]([F:21])[cH:14][cH:15][c:16]([N+:18](=[O:19])[O-:20])[cH:17]1>>[Cl:2][CH2:3][c:4]1[n:5](-[c:13]2[c:12]([N+:9](=[O:10])[O-:11])[cH:17][c:16]([N+:18](=[O:19])[O-:20])[cH:15][cH:14]2)[cH:6][cH:7][n:8]1. The reactants are Compound ( 1 ), C(CCl)Cl (EDC), NC1=C(C=C(C(=O)OCC)C=C1)Cl (Ethyl 4-amino-3-chlorobenzoate), NC1=C(C=C(C(=O)OCC)C=C1)Cl (Ethyl 4-amino-3-chlorobenzoate). The solvent is CS(=O)C (dimethyl sulfoxide). Run at time 5 hour. Product: NC1=C(C=C(C(=O)O)C=C1)Cl (4-Amino-3-chlorobenzoic acid). Isolated yield 112.5%. RXN SMILES: C(Cl)CCl.[NH2:5][C:6]1[CH:16]=[CH:15][C:9]([C:10]([O:12]CC)=[O:11])=[CH:8][C:7]=1[Cl:17]>CS(C)=O>[NH2:5][C:6]1[CH:16]=[CH:15][C:9]([C:10]([OH:12])=[O:11])=[CH:8][C:7]=1[Cl:17]. Procedure: Compound (1) (0.67 g, 5.5 mmol) and EDC (1.1 g, 5. 7 mmol) was dissolved in dimethyl sulfoxide (DMSO) (10 mL). N,N-dimethyl 1,2-ethylenediamine [compound (2)] (7.5 mL, 5.7 mmol) was added and the mixture was stirred at room temperature for 5 hours, whereafter the reaction mixture was freeze dried. The residue was subjected to column chromatography [silicon dioxide (SiO2) plates chromatographed in chloroform (CHCl3)-methanol (30:1, v/v)+triethylamine (Et3N) (1:1, v/v). This procedure gave quantit... The reactants are FC(F)=C(F)CCBr, N#CC(C#N)Cc1ccccc1, CN(C)C=O, [H-], [Na+]. The product is N#CC(C#N)(CCC(F)=C(F)F)Cc1ccccc1. RXN SMILES: [Br:15][CH2:16][CH2:17][C:18](=[C:19]([F:20])[F:21])[F:22].[CH2:1]([c:2]1[cH:3][cH:4][cH:5][cH:6][cH:7]1)[CH:8]([C:9]#[N:10])[C:11]#[N:12].[CH3:23][N:24]([CH3:25])[CH:26]=[O:27].[H-:13].[Na+:14]>>[CH2:1]([c:2]1[cH:3][cH:4][cH:5][cH:6][cH:7]1)[C:8]([C:9]#[N:10])([C:11]#[N:12])[CH2:16][CH2:17][C:18](=[C:19]([F:20])[F:21])[F:22]. Starting materials: ClC=1C(=CC2=C(NC(CC(=N2)C2=CC(=CC=C2)N2N=NC=C2CO)=O)C1)N(C)C(C)C (8-chloro-4-[3-(5-hydroxymethyl-[1,2,3]triazol-1-yl)-phenyl]-7-(isopropyl-methyl-amino)-1,3-dihydro-benzo[b][1,4]diazepin-2-one), S(=O)(Cl)Cl (thionylchloride), [Cl-] (chloride), C1(CC1)N (cyclopropylamine). Solvent: ClCCl (dichloromethane), CN(C)C=O (DMF). Product: ClC=1C(=CC2=C(NC(CC(=N2)C2=CC(=CC=C2)N2N=NC=C2CNC2CC2)=O)C1)N(C)C(C)C (8-Chloro-4-[3-(5-cyclopropylaminomethyl-[1,2,3]triazol-1-yl)-phenyl]-7-(isopropyl-methyl-amino)-1,3-dihydro-benzo[b][1,4]diazepin-2-one), solid. Isolated yield 17.0%. Reaction SMILES: [Cl:1][C:2]1[C:3]([N:27]([CH:29]([CH3:31])[CH3:30])[CH3:28])=[CH:4][C:5]2[N:11]=[C:10]([C:12]3[CH:17]=[CH:16][CH:15]=[C:14]([N:18]4[C:22]([CH2:23]O)=[CH:21][N:20]=[N:19]4)[CH:13]=3)[CH2:9][C:8](=[O:25])[NH:7][C:6]=2[CH:26]=1.S(Cl)(Cl)=O.[Cl-].[CH:37]1([NH2:40])[CH2:39][CH2:38]1>ClCCl.CN(C=O)C>[Cl:1][C:2]1[C:3]([N:27]([CH:29]([CH3:31])[CH3:30])[CH3:28])=[CH:4][C:5]2[N:11]=[C:10]([C:12]3[CH:17]=[CH:16][CH:15]=[C:14]([N:18]4[C:22]([CH2:23][NH:40][CH:37]5[CH2:39][CH2:38]5)=[CH:21][N:20]=[N:19]4)[CH:13]=3)[CH2:9][C:8](=[O:25])[NH:7][C:6]=2[CH:26]=1. Procedure details: The title compound was prepared from 8-chloro-4-[3-(5-hydroxymethyl-[1,2,3]triazol-1-yl)-phenyl]-7-(isopropyl-methyl-amino)-1,3-dihydro-benzo[b][1,4]diazepin-2-one (Example 96) (220 mg, 0.50 mmol) by reaction with thionylchloride in dichloromethane and subsequent treatment of the corresponding chloride with cyclopropylamine in DMF according to the method described in Example 45. Obtained as a light yellow solid (40 mg, 17%).